This data is from the Open Reaction Database (ORD), a public repository of structured organic reaction records. The task is: describe an organic reaction: reactants, conditions, products, and yield Reactants: O=C([O-])[O-], COc1cc(C)c(C(=O)c2c(F)ncc(C)c2I)c(OC)c1OC, CB1OB(C)OB(C)O1, [K+], [K+], C1COCCO1, c1ccc(P(c2ccccc2)(c2ccccc2)[Pd](P(c2ccccc2)(c2ccccc2)c2ccccc2)(P(c2ccccc2)(c2ccccc2)c2ccccc2)P(c2ccccc2)(c2ccccc2)c2ccccc2)cc1. Yields the product COc1cc(C)c(C(=O)c2c(F)ncc(C)c2C)c(OC)c1OC. RXN SMILES: [C:25](=[O:26])([O-:27])[O-:28].[CH3:1][O:2][c:3]1[c:4]([C:5](=[O:6])[c:7]2[c:8]([F:15])[n:9][cH:10][c:11]([CH3:14])[c:12]2[I:13])[c:16]([CH3:24])[cH:17][c:18]([O:22][CH3:23])[c:19]1[O:20][CH3:21].[CH3:31][B:32]1[O:33][B:34]([CH3:35])[O:36][B:37]([CH3:38])[O:39]1.[K+:29].[K+:30].[O:117]1[CH2:118][CH2:119][O:120][CH2:121][CH2:122]1.[cH:40]1[cH:41][cH:42][c:43]([P:44]([Pd:45]([P:46]([c:47]2[cH:48][cH:49][cH:50][cH:51][cH:52]2)([c:53]2[cH:54][cH:55][cH:56][cH:57][cH:58]2)[c:59]2[cH:60][cH:61][cH:62][cH:63][cH:64]2)([P:65]([c:66]2[cH:67][cH:68][cH:69][cH:70][cH:71]2)([c:72]2[cH:73][cH:74][cH:75][cH:76][cH:77]2)[c:78]2[cH:79][cH:80][cH:81][cH:82][cH:83]2)[P:84]([c:85]2[cH:86][cH:87][cH:88][cH:89][cH:90]2)([c:91]2[cH:92][cH:93][cH:94][cH:95][cH:96]2)[c:97]2[cH:98][cH:99][cH:100][cH:101][cH:102]2)([c:103]2[cH:104][cH:105][cH:106][cH:107][cH:108]2)[c:109]2[cH:110][cH:111][cH:112][cH:113][cH:114]2)[cH:115][cH:116]1>>[CH3:1][O:2][c:3]1[c:4]([C:5](=[O:6])[c:7]2[c:8]([F:15])[n:9][cH:10][c:11]([CH3:14])[c:12]2[CH3:25])[c:16]([CH3:24])[cH:17][c:18]([O:22][CH3:23])[c:19]1[O:20][CH3:21].